Dataset: the Open Reaction Database (ORD), a public repository of structured organic reaction records. Task: describe an organic reaction: reactants, conditions, products, and yield The reactants are [OH-].[Li+] (lithium hydroxide), C(C)(C)(C)OC(=O)N1C(O[C@H]([C@@H]1C1=C(C=C(C=C1)F)F)C(=O)OC)(C)C (methyl (4S,5R)-3-tert-butoxycarbonyl-2,2-dimethyl-4-(2,4-difluorophenyl)-5-oxazolidinecarboxylate). Solvent: O (water), CO (methanol). Reaction conditions: time 45 minute. Yields the product C(C)(C)(C)OC(=O)N1C(O[C@H]([C@@H]1C1=C(C=C(C=C1)F)F)C(=O)O)(C)C ((4S,5R)-3-tert-butoxycarbonyl-2,2-dimethyl-4-(2,4-difluorophenyl)-5-oxazolidinecarboxylic acid). The yield is 99.5%. RXN SMILES: [OH-].[Li+].[C:3]([O:7][C:8]([N:10]1[C@@H:14]([C:15]2[CH:20]=[CH:19][C:18]([F:21])=[CH:17][C:16]=2[F:22])[C@H:13]([C:23]([O:25]C)=[O:24])[O:12][C:11]1([CH3:28])[CH3:27])=[O:9])([CH3:6])([CH3:5])[CH3:4]>O.CO>[C:3]([O:7][C:8]([N:10]1[C@@H:14]([C:15]2[CH:20]=[CH:19][C:18]([F:21])=[CH:17][C:16]=2[F:22])[C@H:13]([C:23]([OH:25])=[O:24])[O:12][C:11]1([CH3:28])[CH3:27])=[O:9])([CH3:6])([CH3:4])[CH3:5] |f:0.1|. Procedure: Under ice cooling, a solution of 31 mg of lithium hydroxide dissolved in 5 ml of water was added dropwise to a solution of 402 mg of methyl (4S,5R)-3-tert-butoxycarbonyl-2,2-dimethyl-4-(2,4-difluorophenyl)-5-oxazolidinecarboxylate dissolved in 10 ml of methanol. After the mixture was stirred at room temperature for 45 minutes, the reaction mixture was concentrated under reduced pressure. Water and diethyl ether were added to the residue, and the aqueous layer was collected by separation. The aqu... Reactants: N1C[C@H](CC1)NC1=NC=CC=C1C=1N=C2C(=NC1)N(C=C2)COCC[Si](C)(C)C ((S)-pyrrolidin-3-yl-{3-[5-(2-trimethylsilanyl-ethoxymethyl)-5H-pyrrolo[2,3-b]pyrazin-2-yl]-pyridin-2-yl}-amine), C(C)(=O)OC(C)=O (acetic anhydride). Yields the product C[Si](CCOCN1C=CC=2C1=NC=C(N2)C=2C(=NC=CC2)N[C@@H]2CN(CC2)C(C)=O)(C)C (1-((S)-3-{3-[5-(2-Trimethylsilanyl-ethoxymethyl)-5H-pyrrolo[2,3-b]pyrazin-2-yl]-pyridin-2-ylamino}-pyrrolidin-1-yl)-ethanone). RXN SMILES: [NH:1]1[CH2:5][CH2:4][C@H:3]([NH:6][C:7]2[C:12]([C:13]3[N:14]=[C:15]4[CH:21]=[CH:20][N:19]([CH2:22][O:23][CH2:24][CH2:25][Si:26]([CH3:29])([CH3:28])[CH3:27])[C:16]4=[N:17][CH:18]=3)=[CH:11][CH:10]=[CH:9][N:8]=2)[CH2:2]1.[C:30](OC(=O)C)(=[O:32])[CH3:31]>>[CH3:27][Si:26]([CH3:29])([CH3:28])[CH2:25][CH2:24][O:23][CH2:22][N:19]1[C:16]2=[N:17][CH:18]=[C:13]([C:12]3[C:7]([NH:6][C@H:3]4[CH2:4][CH2:5][N:1]([C:30](=[O:32])[CH3:31])[CH2:2]4)=[N:8][CH:9]=[CH:10][CH:11]=3)[N:14]=[C:15]2[CH:21]=[CH:20]1. Procedure details: 1-((S)-3-{3-[5-(2-Trimethylsilanyl-ethoxymethyl)-5H-pyrrolo[2,3-b]pyrazin-2-yl]-pyridin-2-ylamino}-pyrrolidin-1-yl)-ethanone was prepared from (S)-pyrrolidin-3-yl-{3-[5-(2-trimethylsilanyl-ethoxymethyl)-5H-pyrrolo[2,3-b]pyrazin-2-yl]-pyridin-2-yl}-amine and acetic anhydride following the general synthetic procedures described in the above Examples. The reactants are CCOC(=O)COc1ccc(OC(C)=O)cc1C, C[O-], CO, [Na+]. Yields the product CCOC(=O)COc1ccc(O)cc1C. RXN SMILES: [C:1](=[O:2])([CH3:3])[O:4][c:5]1[cH:6][c:7]([CH3:18])[c:8]([O:9][CH2:10][C:11](=[O:12])[O:13][CH2:14][CH3:15])[cH:16][cH:17]1.[CH3:19][O-:20].[CH3:22][OH:23].[Na+:21]>>[OH:4][c:5]1[cH:6][c:7]([CH3:18])[c:8]([O:9][CH2:10][C:11](=[O:12])[O:13][CH2:14][CH3:15])[cH:16][cH:17]1.